Dataset: the Open Reaction Database (ORD), a public repository of structured organic reaction records. Task: describe an organic reaction: reactants, conditions, products, and yield The reactants are Cn1c(S)nnc1-c1cccnc1, ClCc1nnc(-c2ccc(OCCCN3CCCCC3)cc2)o1, [H-], [Na+]. The product is Cn1c(SCc2nnc(-c3ccc(OCCCN4CCCCC4)cc3)o2)nnc1-c1cccnc1. Reaction SMILES: [CH3:1][n:2]1[c:3]([SH:13])[n:4][n:5][c:6]1-[c:7]1[cH:8][n:9][cH:10][cH:11][cH:12]1.[Cl:14][CH2:15][c:16]1[n:17][n:18][c:19](-[c:21]2[cH:22][cH:23][c:24]([O:25][CH2:26][CH2:27][CH2:28][N:29]3[CH2:30][CH2:31][CH2:32][CH2:33][CH2:34]3)[cH:35][cH:36]2)[o:20]1.[H-:37].[Na+:38]>>[CH3:1][n:2]1[c:3]([S:13][CH2:15][c:16]2[n:17][n:18][c:19](-[c:21]3[cH:22][cH:23][c:24]([O:25][CH2:26][CH2:27][CH2:28][N:29]4[CH2:30][CH2:31][CH2:32][CH2:33][CH2:34]4)[cH:35][cH:36]3)[o:20]2)[n:4][n:5][c:6]1-[c:7]1[cH:8][n:9][cH:10][cH:11][cH:12]1. Starting materials: C(C)OC(=O)CC1=CC=C(OCC(CNC(CCC2=CC=CC=C2)C)O)C=C1 (1-(4-ethoxycarbonylmethylphenoxy)-3-(1-methyl-3-phenylpropylamino)-2-propanol), C(C)OC(=O)CC1=CC=C(OCC(CNC(CCC2=CC=CC=C2)C)O)C=C1 (1-(4-ethoxycarbonylmethylphenoxy)-3-(1-methyl-3-phenylpropylamino)-2-propanol), O.NN (hydrazine hydrate). Run in C(C)O (ethanol). Product: N(N)C(=O)CC1=CC=C(OCC(CNC(CCC2=CC=CC=C2)C)O)C=C1 (1-(4-hydrazinocarbonylmethylphenoxy)-3-(1-methyl-3-phenylpropylamino)-2-propanol). Yield: 41.5%. RXN SMILES: C([O:3][C:4]([CH2:6][C:7]1[CH:28]=[CH:27][C:10]([O:11][CH2:12][CH:13]([OH:26])[CH2:14][NH:15][CH:16]([CH3:25])[CH2:17][CH2:18][C:19]2[CH:24]=[CH:23][CH:22]=[CH:21][CH:20]=2)=[CH:9][CH:8]=1)=O)C.O.[NH2:30][NH2:31]>C(O)C>[NH:30]([C:4]([CH2:6][C:7]1[CH:28]=[CH:27][C:10]([O:11][CH2:12][CH:13]([OH:26])[CH2:14][NH:15][CH:16]([CH3:25])[CH2:17][CH2:18][C:19]2[CH:24]=[CH:23][CH:22]=[CH:21][CH:20]=2)=[CH:9][CH:8]=1)=[O:3])[NH2:31] |f:1.2|. Procedure: In this example, 4 g of 1-(4-ethoxycarbonylmethylphenoxy)-3-(1-methyl-3-phenylpropylamino)-2-propanol (Compound 14) is dissolved in 30 ml of ethanol and 6.1 g of 85% hydrazine hydrate is added thereto. The mixture is heated under reflux for2 hours. The solvent is distilled away from the reaction solution under reduced pressure. The residue is recrystallized from tetrahydrofuran-etherto obtain 1.6 g of 1-(4-hydrazinocarbonylmethylphenoxy)-3-(1-methyl-3-phenylpropylamino)-2-propanol. (Yield: 42%) Reactants: BrC1=CC=C(C=C1)C(C#N)C (racemic 2-(4-bromo-phenyl)-propionitrile), CC1(OB(OC1(C)C)B1OC(C(O1)(C)C)(C)C)C (4,4,5,5,4′,4′,5′,5′-octamethyl-[2,2′]bi[[1,3,2]dioxaborolanyl]), C(C)(=O)[O-].[K+] (potassium acetate), C1(CCCCC1)P(C1CCCCC1)C1CCCCC1 (tricyclohexylphosphine), ClC=1C(=NC=CN1)N1CCN(CC1)CC=1C=NN(C1C)C (3′-chloro-4-(1,5-dimethyl-1H-pyrazol-4-ylmethyl)-3,4,5,6-tetrahydro-2H-[1,2′]bipyrazinyl), C([O-])([O-])=O.[K+].[K+] (potassium carbonate). The reagents and catalysts are C=1C=CC(=CC1)/C=C/C(=O)/C=C/C2=CC=CC=C2.C=1C=CC(=CC1)/C=C/C(=O)/C=C/C2=CC=CC=C2.[Pd] (bis(dibenzylideneacetone)palladium(0)), C=1C=CC(=CC1)[P](C=2C=CC=CC2)(C=3C=CC=CC3)[Pd]([P](C=4C=CC=CC4)(C=5C=CC=CC5)C=6C=CC=CC6)([P](C=7C=CC=CC7)(C=8C=CC=CC8)C=9C=CC=CC9)[P](C=1C=CC=CC1)(C=1C=CC=CC1)C=1C=CC=CC1 (tetrakis(triphenylphosphine)palladium(0)). The solvent is CN(C(C)=O)C (N,N-dimethylacetamide), O (water). Conditions: temperature 120 celsius, time 8 hour. Yields the product CN1N=CC(=C1C)CN1CCN(CC1)C1=NC=CN=C1C1=CC=C(C=C1)C(C#N)C (2-{4-[4-(1,5-dimethyl-1H-pyrazol-4-ylmethyl)-3,4,5,6-tetrahydro-2H-[1,2′]bipyrazinyl-3′-yl]-phenyl}-propionitrile). Yield: 107.8%. RXN SMILES: C1(P(C2CCCCC2)C2CCCCC2)CCCCC1.Br[C:21]1[CH:26]=[CH:25][C:24]([CH:27]([CH3:30])[C:28]#[N:29])=[CH:23][CH:22]=1.CC1(C)C(C)(C)OB(B2OC(C)(C)C(C)(C)O2)O1.C([O-])(=O)C.[K+].Cl[C:55]1[C:56]([N:61]2[CH2:66][CH2:65][N:64]([CH2:67][C:68]3[CH:69]=[N:70][N:71]([CH3:74])[C:72]=3[CH3:73])[CH2:63][CH2:62]2)=[N:57][CH:58]=[CH:59][N:60]=1.C(=O)([O-])[O-].[K+].[K+]>CN(C)C(=O)C.C1C=CC(/C=C/C(/C=C/C2C=CC=CC=2)=O)=CC=1.C1C=CC(/C=C/C(/C=C/C2C=CC=CC=2)=O)=CC=1.[Pd].C1C=CC([P]([Pd]([P](C2C=CC=CC=2)(C2C=CC=CC=2)C2C=CC=CC=2)([P](C2C=CC=CC=2)(C2C=CC=CC=2)C2C=CC=CC=2)[P](C2C=CC=CC=2)(C2C=CC=CC=2)C2C=CC=CC=2)(C2C=CC=CC=2)C2C=CC=CC=2)=CC=1.O>[CH3:74][N:71]1[C:72]([CH3:73])=[C:68]([CH2:67][N:64]2[CH2:63][CH2:62][N:61]([C:56]3[C:55]([C:21]4[CH:26]=[CH:25][C:24]([CH:27]([CH3:30])[C:28]#[N:29])=[CH:23][CH:22]=4)=[N:60][CH:59]=[CH:58][N:57]=3)[CH2:66][CH2:65]2)[CH:69]=[N:70]1 |f:3.4,6.7.8,10.11.12,^1:127,129,148,167|. Procedure details: Stir together bis(dibenzylideneacetone)palladium(0) (35 mg, 0.06 mmol) and tricyclohexylphosphine (39 mg, 0.06 mmol) in N,N-dimethylacetamide (4 mL) at room temperature under nitrogen for 20 min. Add racemic 2-(4-bromo-phenyl)-propionitrile (420 mg, 2.00 mmol), then 4,4,5,5,4′,4′,5′,5′-octamethyl-[2,2′]bi[[1,3,2]dioxaborolanyl] (521 mg, 2.05 mmol) and potassium acetate (294 mg, 3.00 mmol) and stir at 80° C. for 16 hr. Cool reaction to room temperature, add 3′-chloro-4-(1,5-dimethyl-1H-pyrazol-4-... The product is C(C1=CC=CC=C1)C1=NC2=C(N1CC(C)C)C=CC(=C2)OC (2-Benzyl- 1-(2-methylpropyl)-5-methoxybenzimidazole). The solvent is CC(=O)N(C)C (DMA), CC(=O)N(C)C (DMA). Reactants: BrCC(C)C (1-Bromo-2-methylpropane), [H-].[Na+] (Sodium hydride), ice, C(C1=CC=CC=C1)C=1NC2=C(N1)C=CC(=C2)OC (2-benzyl-5-methoxybenzimidazole). As a reaction SMILES: [H-].[Na+].[CH2:3]([C:10]1[NH:11][C:12]2[CH:18]=[C:17]([O:19][CH3:20])[CH:16]=[CH:15][C:13]=2[N:14]=1)[C:4]1[CH:9]=[CH:8][CH:7]=[CH:6][CH:5]=1.Br[CH2:22][CH:23]([CH3:25])[CH3:24]>CC(N(C)C)=O>[CH2:3]([C:10]1[N:14]([CH2:22][CH:23]([CH3:25])[CH3:24])[C:13]2[CH:15]=[CH:16][C:17]([O:19][CH3:20])=[CH:18][C:12]=2[N:11]=1)[C:4]1[CH:5]=[CH:6][CH:7]=[CH:8][CH:9]=1 |f:0.1|. Conditions: time 30 minute. Reported procedure: Sodium hydride (18.31 mmole, 0.44 g, 60% in mineral oil) is added in small amounts under nitrogen to an ice cooled solution of 2-benzyl-5-methoxybenzimidazole (16.64 mmole, 3.96 g) in dry DMA (9 ml). The mixture is stirred at the same temperature for 30 minutes. 1-Bromo-2-methylpropane (18.31 mmole, 2.51 g) in DMA (4 ml) is added in several portions, and the mixture is allowed to stir at room temperature over night. The reaction mixture is added dropwise onto ice. The precipitate is collected an... Reactants: C(CCCCCCC)[Sn](CCCCCCCC)(Cl)Cl (di-n-octyltin dichloride), C(CCCCCCC)Cl (n-octyl chloride), [Cl-].C[S+](C)C (trimethylsulfonium chloride). RXN SMILES: C([Sn:9]([Cl:19])([Cl:18])[CH2:10][CH2:11][CH2:12][CH2:13][CH2:14][CH2:15][CH2:16][CH3:17])CCCCCCC.C([Cl:28])CCCCCCC.[Cl-].C[S+](C)C>>[CH2:10]([Sn:9]([Cl:18])([Cl:19])[Cl:28])[CH2:11][CH2:12][CH2:13][CH2:14][CH2:15][CH2:16][CH3:17] |f:2.3|. Procedure: Following the procedure outlined in Example 1, except that di-n-octyltin dichloride is used in place of dimethyltin dichloride, n-octyl chloride in place of methyl chloride, and trimethylsulfonium chloride in place of trimethylsulfonium iodide, there is obtained n-octyltin trichloride. Product: C(CCCCCCC)[Sn](Cl)(Cl)Cl (n-octyltin trichloride).